This data is from the Open Reaction Database (ORD), a public repository of structured organic reaction records. The task is: describe an organic reaction: reactants, conditions, products, and yield The reactants are Brc1ccc(N2CCC(c3ccccc3)CC2)cc1, [Li]C(C)(C)C, CON(C)C(=O)c1ccc(Cl)c(S(N)(=O)=O)c1, C1CCOC1. Product: NS(=O)(=O)c1cc(C(=O)c2ccc(N3CCC(c4ccccc4)CC3)cc2)ccc1Cl. Reaction SMILES: [Br:1][c:2]1[cH:3][cH:4][c:5]([N:8]2[CH2:9][CH2:10][CH:11]([c:14]3[cH:15][cH:16][cH:17][cH:18][cH:19]3)[CH2:12][CH2:13]2)[cH:6][cH:7]1.[C:20]([Li:21])([CH3:22])([CH3:23])[CH3:24].[Cl:25][c:26]1[c:27]([S:38]([NH2:39])(=[O:40])=[O:41])[cH:28][c:29]([C:30](=[O:31])[N:32]([O:33][CH3:34])[CH3:35])[cH:36][cH:37]1.[O:42]1[CH2:43][CH2:44][CH2:45][CH2:46]1>>[c:2]1([C:30]([c:29]2[cH:28][c:27]([S:38]([NH2:39])(=[O:40])=[O:41])[c:26]([Cl:25])[cH:37][cH:36]2)=[O:31])[cH:3][cH:4][c:5]([N:8]2[CH2:9][CH2:10][CH:11]([c:14]3[cH:15][cH:16][cH:17][cH:18][cH:19]3)[CH2:12][CH2:13]2)[cH:6][cH:7]1. Starting materials: CC(=C)[C@H]1CCC(=CC1)C(=O)O ((s)-(-)-perillic acid), [H][H] (hydrogen). The reagents and catalysts are [Pt]=O (Platinum oxide). Run in C(C)(=O)O (acetic acid). Yields the product C(C)(C)C1CCC(CC1)C(=O)O (4-isopropyl cyclohexane carboxylic acid). The yield is 93.0%. As a reaction SMILES: [CH3:1][C:2]([C@@H:4]1[CH2:9][CH:8]=[C:7]([C:10]([OH:12])=[O:11])[CH2:6][CH2:5]1)=[CH2:3].[H][H]>[Pt]=O.C(O)(=O)C>[CH:2]([CH:4]1[CH2:9][CH2:8][CH:7]([C:10]([OH:12])=[O:11])[CH2:6][CH2:5]1)([CH3:3])[CH3:1]. Procedure details: Platinum oxide (200 mg) as a catalyst was suspended in acetic acid (20 ml), and then (s)-(-)-perillic acid (2 g, 12 mmole) was added. The mixture thus obtained was stirred for 8 hours at room temperature under a current of hydrogen gas. The catalyst was removed by filtration, and the filtrate was concentrated under reduced pressure to a dryness. The matter was recrystallized from methanol-water to obtain 4-isopropyl cyclohexane carboxylic acid (1.9 g, yield 93%). The reactants are BrC=1C=CC(=C(C(=O)NC=2C=NC=C(C2)F)C1)OCC1=CC=CC=C1 (5-Bromo-N-(5-fluoro-3-pyridinyl)-2-[(phenylmethyl)oxy]benzamide), N1=CC=C(C=C1)B(O)O (4-pyridinylboronic acid), C([O-])([O-])=O.[Na+].[Na+] (sodium carbonate). Reagents/catalysts: C=1C=CC(=CC1)[P](C=2C=CC=CC2)(C=3C=CC=CC3)[Pd]([P](C=4C=CC=CC4)(C=5C=CC=CC5)C=6C=CC=CC6)([P](C=7C=CC=CC7)(C=8C=CC=CC8)C=9C=CC=CC9)[P](C=1C=CC=CC1)(C=1C=CC=CC1)C=1C=CC=CC1 (tetrakis(triphenylphosphine)palladium(0)). Solvent: O1CCOCC1 (1,4-dioxane). Conditions: temperature 130 celsius. Yields the product FC=1C=C(C=NC1)NC(C1=C(C=CC(=C1)C1=CC=NC=C1)OCC1=CC=CC=C1)=O (N-(5-Fluoro-3-pyridinyl)-2-[(phenylmethyl)oxy]-5-(4-pyridinyl)benzamide). Reaction SMILES: Br[C:2]1[CH:3]=[CH:4][C:5]([O:18][CH2:19][C:20]2[CH:25]=[CH:24][CH:23]=[CH:22][CH:21]=2)=[C:6]([CH:17]=1)[C:7]([NH:9][C:10]1[CH:11]=[N:12][CH:13]=[C:14]([F:16])[CH:15]=1)=[O:8].[N:26]1[CH:31]=[CH:30][C:29](B(O)O)=[CH:28][CH:27]=1.C(=O)([O-])[O-].[Na+].[Na+]>C1C=CC([P]([Pd]([P](C2C=CC=CC=2)(C2C=CC=CC=2)C2C=CC=CC=2)([P](C2C=CC=CC=2)(C2C=CC=CC=2)C2C=CC=CC=2)[P](C2C=CC=CC=2)(C2C=CC=CC=2)C2C=CC=CC=2)(C2C=CC=CC=2)C2C=CC=CC=2)=CC=1.O1CCOCC1>[F:16][C:14]1[CH:15]=[C:10]([NH:9][C:7](=[O:8])[C:6]2[CH:17]=[C:2]([C:29]3[CH:30]=[CH:31][N:26]=[CH:27][CH:28]=3)[CH:3]=[CH:4][C:5]=2[O:18][CH2:19][C:20]2[CH:25]=[CH:24][CH:23]=[CH:22][CH:21]=2)[CH:11]=[N:12][CH:13]=1 |f:2.3.4,^1:44,46,65,84|. Procedure details: To a microwave vial was added 5-bromo-N-(5-fluoro-3-pyridinyl)-2-[(phenylmethyl)oxy]benzamide (may be prepared as described in Example 98; 200 mg, 0.50 mmol), 1,4-dioxane (2 ml), 4-pyridinylboronic acid (73.5 mg, 0.60 mmol), 1M sodium carbonate (1.00 ml, 1.00 mmol) and tetrakis(triphenylphosphine)palladium(0) (34.6 mg, 0.03 mmol). The vial was sealed and heated to 130° C. for 30 min under microwave conditions. The mixture was evaporated under reduced pressure and the residue was purified using M... The reactants are C(C)(C)(C)OC(NCC(CC=1C=NC=CC1)C1=C(C=C(C=C1)C1=C(C=CC=C1)CCCOC)C)=O (tert-butyl{2-[2′-(3-methoxypropyl)-3-methylbiphenyl-4-yl]-3-pyridin-3-ylpropyl}carbamate), Cl (HCl). Reagents/catalysts: [Zn+2].[Br-].[Br-] (ZnBr2). Run in C(Cl)Cl (CH2Cl2). Yields the product Cl.Cl.COCCCC1=C(C=CC=C1)C1=CC(=C(C=C1)C(CN)CC=1C=NC=CC1)C (2-[2′-(3-methoxypropyl)-3-methylbiphenyl-4-yl]-3-pyridin-3-ylpropan-1-amine bis hydrochloride salt). Reaction SMILES: C(OC(=O)[NH:7][CH2:8][CH:9]([C:17]1[CH:22]=[CH:21][C:20]([C:23]2[CH:28]=[CH:27][CH:26]=[CH:25][C:24]=2[CH2:29][CH2:30][CH2:31][O:32][CH3:33])=[CH:19][C:18]=1[CH3:34])[CH2:10][C:11]1[CH:12]=[N:13][CH:14]=[CH:15][CH:16]=1)(C)(C)C.[ClH:36]>C(Cl)Cl.[Zn+2].[Br-].[Br-]>[ClH:36].[ClH:36].[CH3:33][O:32][CH2:31][CH2:30][CH2:29][C:24]1[CH:25]=[CH:26][CH:27]=[CH:28][C:23]=1[C:20]1[CH:21]=[CH:22][C:17]([CH:9]([CH2:10][C:11]2[CH:12]=[N:13][CH:14]=[CH:15][CH:16]=2)[CH2:8][NH2:7])=[C:18]([CH3:34])[CH:19]=1 |f:3.4.5,6.7.8|. Procedure details: To a solution of tert-butyl{2-[2′-(3-methoxypropyl)-3-methylbiphenyl-4-yl]-3-pyridin-3-ylpropyl}carbamate from step 3 (1 eq.) in CH2Cl2 (0.1M) was added ZnBr2 (10 eq.). The mixture was sonicated for 30 min, filtered on a plug of silica gel. The latter was washed with CH2Cl2/MeOH (NH3 2M) 10% and the combined fractions were concentrated. The residue was purified by reverse phase HPLC (C18 column; gradient 40 to 90% of CH3CN/H2O/TFA 0.1%). Fractions containing the desired material were combined, c...